From a dataset of the Open Reaction Database (ORD), a public repository of structured organic reaction records. describe an organic reaction: reactants, conditions, products, and yield Starting materials: ClC1=NC(=CC2=CC(=CC=C12)OC)NC1=NNC=C1 ((1-chloro-6-methoxy-isoquinolin-3-yl)-(1H-pyrazol-3-yl)-amine), N1=CC(=CC=C1)B(O)O (3-pyridinylboronic acid). Product: COC=1C=C2C=C(N=C(C2=CC1)C=1C=NC=CC1)NC1=NNC=C1 ((6-methoxy-1-pyridin-3-yl-isoquinolin-3-yl)-(1H-pyrazol-3-yl)-amine). RXN SMILES: Cl[C:2]1[C:11]2[C:6](=[CH:7][C:8]([O:12][CH3:13])=[CH:9][CH:10]=2)[CH:5]=[C:4]([NH:14][C:15]2[CH:19]=[CH:18][NH:17][N:16]=2)[N:3]=1.[N:20]1[CH:25]=[CH:24][CH:23]=[C:22](B(O)O)[CH:21]=1>>[CH3:13][O:12][C:8]1[CH:7]=[C:6]2[C:11](=[CH:10][CH:9]=1)[C:2]([C:22]1[CH:21]=[N:20][CH:25]=[CH:24][CH:23]=1)=[N:3][C:4]([NH:14][C:15]1[CH:19]=[CH:18][NH:17][N:16]=1)=[CH:5]2. Procedure details: Similar procedure as described in example 131 was used, starting from (1-chloro-6-methoxy-isoquinolin-3-yl)-(1H-pyrazol-3-yl)-amine and 3-pyridinylboronic acid to give (6-methoxy-1-pyridin-3-yl-isoquinolin-3-yl)-(1H-pyrazol-3-yl)-amine. LC-MS m/e 318(MH+).